This data is from the Open Reaction Database (ORD), a public repository of structured organic reaction records. The task is: describe an organic reaction: reactants, conditions, products, and yield As a reaction SMILES: [C:1]([CH3:2])(=[O:3])[NH:4][c:5]1[cH:6][cH:7][c:8]([NH:11][C:12]([O:13][CH2:14][C:15]([Cl:16])([Cl:17])[Cl:18])=[O:19])[cH:9][cH:10]1.[CH3:46][S:47]([CH3:48])=[O:49].[CH:37]([N:38]([CH:39]([CH3:40])[CH3:41])[CH2:42][CH3:43])([CH3:44])[CH3:45].[OH2:50].[c:20]1(-[c:26]2[n:27][s:28][c:29]([N:31]3[CH2:32][CH2:33][NH:34][CH2:35][CH2:36]3)[n:30]2)[cH:21][cH:22][cH:23][cH:24][cH:25]1>>[C:1]([CH3:2])(=[O:3])[NH:4][c:5]1[cH:6][cH:7][c:8]([NH:11][C:12](=[O:19])[N:34]2[CH2:33][CH2:32][N:31]([c:29]3[s:28][n:27][c:26](-[c:20]4[cH:21][cH:22][cH:23][cH:24][cH:25]4)[n:30]3)[CH2:36][CH2:35]2)[cH:9][cH:10]1. The product is CC(=O)Nc1ccc(NC(=O)N2CCN(c3nc(-c4ccccc4)ns3)CC2)cc1. Reactants: CC(=O)Nc1ccc(NC(=O)OCC(Cl)(Cl)Cl)cc1, CS(C)=O, CCN(C(C)C)C(C)C, O, c1ccc(-c2nsc(N3CCNCC3)n2)cc1. Reactants: Fc1ccc(CBr)cc1, O=c1[nH]c2ccc(F)cc2c(=O)o1, [H-], [Na+], CN(C)C=O, O. Product: O=c1oc(=O)n(Cc2ccc(F)cc2)c2ccc(F)cc12. As a reaction SMILES: [F:16][c:17]1[cH:18][cH:19][c:20]([CH2:21][Br:22])[cH:23][cH:24]1.[F:1][c:2]1[cH:3][c:4]2[c:5]([nH:6][c:7](=[O:11])[o:8][c:9]2=[O:10])[cH:12][cH:13]1.[H-:15].[Na+:14].[O:26]=[CH:27][N:28]([CH3:29])[CH3:30].[OH2:25]>>[F:1][c:2]1[cH:3][c:4]2[c:5]([n:6]([CH2:21][c:20]3[cH:19][cH:18][c:17]([F:16])[cH:24][cH:23]3)[c:7](=[O:11])[o:8][c:9]2=[O:10])[cH:12][cH:13]1. The reactants are BrC=1C=C(C(=NC1)N1CCN(CC1)C(=O)OC(C)(C)C)C=O (tert-butyl 4-(5-bromo-3-formylpyridin-2-yl)piperazine-1-carboxylate), [BH4-].[Na+] (sodium borohydride). Run in CO (MeOH). Reaction conditions: time 2 hour. Product: BrC=1C=C(C(=NC1)N1CCN(CC1)C(=O)OC(C)(C)C)CO (tert-butyl 4-[5-bromo-3-(hydroxymethyl)pyridin-2-yl]piperazine-1-carboxylate). Isolated yield 91.7%. As a reaction SMILES: [Br:1][C:2]1[CH:3]=[C:4]([CH:21]=[O:22])[C:5]([N:8]2[CH2:13][CH2:12][N:11]([C:14]([O:16][C:17]([CH3:20])([CH3:19])[CH3:18])=[O:15])[CH2:10][CH2:9]2)=[N:6][CH:7]=1.[BH4-].[Na+]>CO>[Br:1][C:2]1[CH:3]=[C:4]([CH2:21][OH:22])[C:5]([N:8]2[CH2:13][CH2:12][N:11]([C:14]([O:16][C:17]([CH3:18])([CH3:20])[CH3:19])=[O:15])[CH2:10][CH2:9]2)=[N:6][CH:7]=1 |f:1.2|. Procedure details: To a mixture of tert-butyl 4-(5-bromo-3-formylpyridin-2-yl)piperazine-1-carboxylate (1 g) and MeOH (20 ml) was added sodium borohydride (153 mg). After stirring at room temperature for 2 hours, the solvent was evaporated under reduced pressure. To the obtained residue was added water, followed by extraction with EtOAc. The organic layer was dried over MgSO4, and then the solvent was evaporated under reduced pressure. The obtained residue was purified by silica gel column chromatography to obtain... Reactants: ClC1=C(CN2C3=C(NCC2)N=CC(=C3)I)C=C(C=C1)Cl (1-(2,5-dichlorobenzyl)-7-iodo-1,2,3,4-tetrahydropyrido[2,3-b]pyrazine), COC1=NC=C(C=N1)B(O)O (2-methoxypyrimidine-5-boronic acid). Product: ClC1=C(CN2C3=C(NCC2)N=CC(=C3)C=3C=NC(=NC3)OC)C=C(C=C1)Cl (1-(2,5-Dichlorobenzyl)-7-(2-methoxypyrimidin-5-yl)-1,2,3,4-tetrahydropyrido[2,3-b]pyrazine). Isolated yield 42.0%. RXN SMILES: [Cl:1][C:2]1[CH:19]=[CH:18][C:17]([Cl:20])=[CH:16][C:3]=1[CH2:4][N:5]1[CH2:10][CH2:9][NH:8][C:7]2[N:11]=[CH:12][C:13](I)=[CH:14][C:6]1=2.[CH3:21][O:22][C:23]1[N:28]=[CH:27][C:26](B(O)O)=[CH:25][N:24]=1>>[Cl:1][C:2]1[CH:19]=[CH:18][C:17]([Cl:20])=[CH:16][C:3]=1[CH2:4][N:5]1[CH2:10][CH2:9][NH:8][C:7]2[N:11]=[CH:12][C:13]([C:26]3[CH:25]=[N:24][C:23]([O:22][CH3:21])=[N:28][CH:27]=3)=[CH:14][C:6]1=2. Reported procedure: 1-(2,5-dichlorobenzyl)-7-iodo-1,2,3,4-tetrahydropyrido[2,3-b]pyrazine (500 mg) was reacted with 2-methoxypyrimidine-5-boronic acid as in General Procedure 4A to give the title compound as a pale orange foam in 42% yield. M.p. (foam), LCMS: m/z=404.36 (M+H+), 1H-NMR (CDCl3, 400 MHz) δ 3.51 (t, J=5.3 Hz, 2H), 3.66-3.70 (m, 2H), 4.01 (s, 3H), 4.49 (s, 2H), 4.99 (bs, 1H), 6.46 (d, J=1.5 Hz, 1H), 7.18-7.26 (m, 2H), 7.35 (d, J=8.3 Hz, 1H), 7.62 (d, J=2.0 Hz, 1H), 8.50 (s, 1H). The reactants are CCCCCC=CCC=CCC=CCCCCC(=O)O, CCCCCCCCC=CCCCCCCCCCCCCCC(=O)OCCCO, OP(O)P(O)O. The product is CCCCCC=CCC=CCC=CCCCCC(=O)OCCCOC(=O)CCCCCCCCCCCCCC=CCCCCCCCC. Reaction SMILES: [C:31]([CH2:32][CH2:33][CH2:34][CH2:35][CH:36]=[CH:37][CH2:38][CH:39]=[CH:40][CH2:41][CH:42]=[CH:43][CH2:44][CH2:45][CH2:46][CH2:47][CH3:48])(=[O:49])[OH:50].[OH:1][CH2:2][CH2:3][CH2:4][O:5][C:6]([CH2:7][CH2:8][CH2:9][CH2:10][CH2:11][CH2:12][CH2:13][CH2:14][CH2:15][CH2:16][CH2:17][CH2:18][CH2:19][CH:20]=[CH:21][CH2:22][CH2:23][CH2:24][CH2:25][CH2:26][CH2:27][CH2:28][CH3:29])=[O:30].[P:51]([P:52]([OH:53])[OH:54])([OH:55])[OH:56]>>[O:1]([CH2:2][CH2:3][CH2:4][O:5][C:6]([CH2:7][CH2:8][CH2:9][CH2:10][CH2:11][CH2:12][CH2:13][CH2:14][CH2:15][CH2:16][CH2:17][CH2:18][CH2:19][CH:20]=[CH:21][CH2:22][CH2:23][CH2:24][CH2:25][CH2:26][CH2:27][CH2:28][CH3:29])=[O:30])[C:31]([CH2:32][CH2:33][CH2:34][CH2:35][CH:36]=[CH:37][CH2:38][CH:39]=[CH:40][CH2:41][CH:42]=[CH:43][CH2:44][CH2:45][CH2:46][CH2:47][CH3:48])=[O:49]. Reactants: CCCCCC(CCN1C(=O)NC2CC(=O)CC21)OCc1ccccc1, CCO. Yields the product CCCCCC(O)CCN1C(=O)NC2CC(=O)CC21. Reaction SMILES: [CH2:1]([c:2]1[cH:3][cH:4][cH:5][cH:6][cH:7]1)[O:8][CH:9]([CH2:10][CH2:11][N:12]1[CH:13]2[CH2:14][C:15](=[O:21])[CH2:16][CH:17]2[NH:18][C:19]1=[O:20])[CH2:22][CH2:23][CH2:24][CH2:25][CH3:26].[CH3:27][CH2:28][OH:29]>>[OH:8][CH:9]([CH2:10][CH2:11][N:12]1[CH:13]2[CH2:14][C:15](=[O:21])[CH2:16][CH:17]2[NH:18][C:19]1=[O:20])[CH2:22][CH2:23][CH2:24][CH2:25][CH3:26]. Reactants: O=C(OCc1ccccc1)N1CCCC1CO, CC(C)(C)OC(=O)N1CCCC1CO. Yields the product CC(C)(C)OC(=O)N1CCCC1C=O. RXN SMILES: [C:15]([N:16]1[CH2:17][CH2:18][CH2:19][CH:20]1[CH2:21][OH:22])([O:23][CH2:24][c:25]1[cH:26][cH:27][cH:28][cH:29][cH:30]1)=[O:31].[C:1](=[O:2])([O:3][C:4]([CH3:5])([CH3:6])[CH3:7])[N:8]1[CH:9]([CH2:10][OH:11])[CH2:12][CH2:13][CH2:14]1>>[C:1](=[O:2])([O:3][C:4]([CH3:5])([CH3:6])[CH3:7])[N:8]1[CH:9]([CH:10]=[O:11])[CH2:12][CH2:13][CH2:14]1. RXN SMILES: O.[NH2:2][NH2:3].C(OCC)C.[CH3:9][C:10](=[CH:13][C:14]1[CH:19]=[CH:18][CH:17]=[CH:16][CH:15]=1)[CH:11]=O>O>[CH3:9][CH:10]1[CH:13]([C:14]2[CH:19]=[CH:18][CH:17]=[CH:16][CH:15]=2)[NH:3][N:2]=[CH:11]1 |f:0.1|. Procedure: 5.22 ml (1 equiv.) hydrazine hydrate was added to 100 mL diethylether. The emulsion was cooled with an ice bath. 15.0 mL 2-Methyl-3-phenyl-propenal was added dropwise, and the mixture was stirred overnight at room temperature. H2O was added, the organic layer was separated and the aqueous layer was extracted with diethylether. The combined organic layers were dried over Na2SO4, filtrated and concentrated in vacuo. Vacuum distillation yielded 5.9 g of desired product (mixture of diastereomeric pa... The solvent is O (H2O). The reactants are O.NN (hydrazine hydrate), C(C)OCC (diethylether), CC(C=O)=CC1=CC=CC=C1 (2-Methyl-3-phenyl-propenal). Yields the product CC1C=NNC1C1=CC=CC=C1 (4-Methyl-5-phenyl-4,5-dihydro-1H-pyrazole). Reaction conditions: time 8 hour. Starting materials: O=C([O-])[O-], CC#N, O=N[O-], Nc1ccc(-c2ccc(-c3nc4c(ncn4-c4ccccc4)c(=O)n3-c3ccc(Cl)cc3)cc2)cn1, [Na+], [Na+], [Na+], O, O=S(=O)(O)O. The product is O=c1ccc(-c2ccc(-c3nc4c(ncn4-c4ccccc4)c(=O)n3-c3ccc(Cl)cc3)cc2)c[nH]1. RXN SMILES: [C:46](=[O:47])([O-:48])[O-:49].[CH3:52][C:53]#[N:54].[N:37](=[O:38])[O-:39].[NH2:1][c:2]1[cH:3][cH:4][c:5](-[c:8]2[cH:9][cH:10][c:11](-[c:14]3[n:15](-[c:30]4[cH:31][cH:32][c:33]([Cl:36])[cH:34][cH:35]4)[c:16](=[O:29])[c:17]4[n:18][cH:19][n:20](-[c:23]5[cH:24][cH:25][cH:26][cH:27][cH:28]5)[c:21]4[n:22]3)[cH:12][cH:13]2)[cH:6][n:7]1.[Na+:40].[Na+:50].[Na+:51].[OH2:55].[S:41](=[O:42])(=[O:43])([OH:44])[OH:45]>>[c:2]1(=[O:38])[cH:3][cH:4][c:5](-[c:8]2[cH:9][cH:10][c:11](-[c:14]3[n:15](-[c:30]4[cH:31][cH:32][c:33]([Cl:36])[cH:34][cH:35]4)[c:16](=[O:29])[c:17]4[n:18][cH:19][n:20](-[c:23]5[cH:24][cH:25][cH:26][cH:27][cH:28]5)[c:21]4[n:22]3)[cH:12][cH:13]2)[cH:6][nH:7]1. Starting materials: BrC(CC(COCC1=CC=CC=C1)O)CBr (4,5-Dibromo-1-(phenylmethoxy)-2-pentanol), [Br-].[Ca+2].[Br-] (calcium bromide), [OH-].[Ca+2].[OH-] (calcium hydroxide). Run in CO (methyl alcohol), O (water). Conditions: temperature 100 celsius. The product is Br[C@@H]1C[C@@H](OC1)COCC1=CC=CC=C1 (cis-(±)-4-Bromotetrahydro-2-[(phenylmethoxy)methyl]furan). Yield: 93.2%. RXN SMILES: [Br:1][CH:2]([CH2:15]Br)[CH2:3][CH:4]([OH:14])[CH2:5][O:6][CH2:7][C:8]1[CH:13]=[CH:12][CH:11]=[CH:10][CH:9]=1.[OH-].[Ca+2].[OH-].[Br-].[Ca+2].[Br-]>CO.O>[Br:1][C@H:2]1[CH2:15][O:14][C@@H:4]([CH2:5][O:6][CH2:7][C:8]2[CH:13]=[CH:12][CH:11]=[CH:10][CH:9]=2)[CH2:3]1 |f:1.2.3,4.5.6|. Procedure: A solution of 10.0 g of product from Example 3 in 25 ml of methyl alcohol is diluted with 50 ml of distilled water. To this heterogeneous mixture is added 1.6 g of calcium hydroxide followed by 16.95 g of calcium bromide. The reaction is stirred vigorously while heating in an oil bath, at 100° C., for 24 hours. The internal temperature is maintained at 85° C. The reaction is cooled, extracted with methylene chloride, filtered thru diatomaceous earth and the layers partitioned. The organic layer ...